Dataset: the Open Reaction Database (ORD), a public repository of structured organic reaction records. Task: describe an organic reaction: reactants, conditions, products, and yield The reactants are COc1cc(O[Si](C)(C)C(C)(C)C)ccc1C(CO)NC(=O)C1CC1c1cccs1, CCCC[N+](CCCC)(CCCC)CCCC, C1CCOC1, [F-]. The product is COc1cc(O)ccc1C(CO)NC(=O)C1CC1c1cccs1. RXN SMILES: [C:1]([Si:2]([CH3:3])([CH3:4])[O:6][c:7]1[cH:8][c:9]([O:27][CH3:28])[c:10]([CH:13]([CH2:14][OH:15])[NH:16][C:17](=[O:18])[CH:19]2[CH:20]([c:22]3[s:23][cH:24][cH:25][cH:26]3)[CH2:21]2)[cH:11][cH:12]1)([CH3:5])([CH3:29])[CH3:30].[CH2:32]([N+:33]([CH2:34][CH2:35][CH2:36][CH3:37])([CH2:38][CH2:39][CH2:40][CH3:41])[CH2:42][CH2:43][CH2:44][CH3:45])[CH2:46][CH2:47][CH3:48].[CH2:49]1[O:50][CH2:51][CH2:52][CH2:53]1.[F-:31]>>[OH:6][c:7]1[cH:8][c:9]([O:27][CH3:28])[c:10]([CH:13]([CH2:14][OH:15])[NH:16][C:17](=[O:18])[CH:19]2[CH:20]([c:22]3[s:23][cH:24][cH:25][cH:26]3)[CH2:21]2)[cH:11][cH:12]1. Reactants: BrN1C(CCC1=O)=O (N-bromosuccinimide), C1(CCC(N1)=O)=O (succinimide), C1(=O)OCC2=CC=CC=C12 (Phthalide), BrN1C(CCC1=O)=O (N-bromosuccinimide), α-azo-iso-butyronitrile. The solvent is C(Cl)(Cl)(Cl)Cl (carbon tetrachloride). Yields the product BrC1OC(=O)C2=CC=CC=C12 (3-bromophthalide). Yield: 81.0%. As a reaction SMILES: [C:1]1([C:10]2[C:5](=[CH:6][CH:7]=[CH:8][CH:9]=2)[CH2:4][O:3]1)=[O:2].[Br:11]N1C(=O)CCC1=O.C1(=O)NC(=O)CC1>C(Cl)(Cl)(Cl)Cl>[Br:11][CH:4]1[C:5]2[C:10](=[CH:9][CH:8]=[CH:7][CH:6]=2)[C:1](=[O:2])[O:3]1. Reported procedure: Phthalide (10.0 g; 0.075 moles) and N-bromosuccinimide were refluxed in dry carbon tetrachloride (200 ml.) in the presence of a catalytic amount of α-azo-iso-butyronitrile for 3-4 hours. The end of the reaction was indicated by the disappearance of N-bromosuccinimide from the bottom of the reaction vessel and the accumulation of succinimide at the top. The succinimide was removed by filtration and the filtrate concentrated in vacuo to 15-20 ml. Cooling of this concentrate followed by filtration ... Starting materials: ICC(=O)NCC(=O)C1=NC2=C3N=CC=CC3=CC(=C2C=C1)N ((Iodoacetyl-glycyl)-5-amino-1,10-phenanthroline), N (ammonia). Solvent: CN(C=O)C (dimethylformamide). Run at time 1 hour. The product is NCC(=O)NCC(=O)C1=NC2=C3N=CC=CC3=CC(=C2C=C1)N ((Glycyl-Glycyl)-5-Amino-1,1 0-Phenanthroline). Reaction SMILES: I[CH2:2][C:3]([NH:5][CH2:6][C:7]([C:9]1[CH:22]=[CH:21][C:20]2[C:11](=[C:12]3[C:17](=[CH:18][C:19]=2[NH2:23])[CH:16]=[CH:15][CH:14]=[N:13]3)[N:10]=1)=[O:8])=[O:4].[NH3:24]>CN(C)C=O>[NH2:24][CH2:2][C:3]([NH:5][CH2:6][C:7]([C:9]1[CH:22]=[CH:21][C:20]2[C:11](=[C:12]3[C:17](=[CH:18][C:19]=2[NH2:23])[CH:16]=[CH:15][CH:14]=[N:13]3)[N:10]=1)=[O:8])=[O:4]. Procedure: (Iodoacetyl-glycyl)-5-amino-1,10-phenanthroline (6) (Preparation 5; 32.3 mg; 77.0 μmol) was dissolved in 2 ml dimethylformamide. Into this solution, was added 10 ml concentrated ammonia. The reaction mixture was stirred for 1 hr. in the dark, and then was evaporated under vacuum. The crude product was purified by preparative thin layer chromatography (silica; 2000 μm; ammonia:95% ethanol, 1:20, v/v). Yield: 10.5 mg, 44%.